This data is from the Open Reaction Database (ORD), a public repository of structured organic reaction records. The task is: describe an organic reaction: reactants, conditions, products, and yield Reactants: C(CCC)[Li] (n-butyl lithium), CON(C(CCC)=O)C (N-methoxy-N-methyl-butyramide), O (water), BrC1=CC2=C(N=C(O2)C2=CC=CC=C2)C=C1 (6-bromo-2-phenyl-benzoxazole). Run in CCCCCC (hexane), C1CCOC1 (THF), C1CCOC1 (THF). Conditions: temperature -70 celsius, time 20 minute. Product: C1(=CC=CC=C1)C=1OC2=C(N1)C=CC(=C2)C(CCC)=O (1-(2-phenyl-benzoxazol-6-yl)butan-1-one). Reaction SMILES: Br[C:2]1[CH:16]=[CH:15][C:5]2[N:6]=[C:7]([C:9]3[CH:14]=[CH:13][CH:12]=[CH:11][CH:10]=3)[O:8][C:4]=2[CH:3]=1.C([Li])CCC.CON(C)[C:25](=[O:29])[CH2:26][CH2:27][CH3:28].O>C1COCC1.CCCCCC>[C:9]1([C:7]2[O:8][C:4]3[CH:3]=[C:2]([C:25](=[O:29])[CH2:26][CH2:27][CH3:28])[CH:16]=[CH:15][C:5]=3[N:6]=2)[CH:14]=[CH:13][CH:12]=[CH:11][CH:10]=1. Procedure details: 10.00 g (36.48 mmol) 6-bromo-2-phenyl-benzoxazole are dissolved in 180 ml THF and cooled to −70° C., and 35.00 ml (56.00 mmol) n-butyl lithium 1.6M in hexane are added dropwise. This solution cooled to −70° C. is added dropwise after 20 min to an equally cold −70° C. solution of 2.5 g (19.1 mmol) N-methoxy-N-methyl-butyramide and 20 ml THF. After 20 min further stirring the mixture is mixed with water and allowed to come up to RT. The reaction mixture is extracted with water and DCM, the org. ph...